From a dataset of the Open Reaction Database (ORD), a public repository of structured organic reaction records. describe an organic reaction: reactants, conditions, products, and yield Starting materials: C1=CC=C2C(=C1)C(=O)C(C2=O)(O)O (ninhydrin), Cl.C1(=CC=CC=C1)N(C(NN)=O)C1=CC=CC=C1 (4,4-diphenyl semicarbazide hydrochloride). Yields the product C1(=CC=CC=C1)N(C(NN=C1C(C2=CC=CC=C2C1=O)=O)=O)C1=CC=CC=C1 (2-(4,4-diphenylsemicarbazono)-indan-1,3-dione). RXN SMILES: [CH:1]1[CH:6]=[C:5]2[C:7]([C:9](O)(O)[C:10](=[O:11])[C:4]2=[CH:3][CH:2]=1)=[O:8].Cl.[C:15]1([N:21]([C:26]2[CH:31]=[CH:30][CH:29]=[CH:28][CH:27]=2)[C:22](=[O:25])[NH:23][NH2:24])[CH:20]=[CH:19][CH:18]=[CH:17][CH:16]=1>>[C:15]1([N:21]([C:26]2[CH:31]=[CH:30][CH:29]=[CH:28][CH:27]=2)[C:22](=[O:25])[NH:23][N:24]=[C:9]2[C:10](=[O:11])[C:4]3[C:5](=[CH:6][CH:1]=[CH:2][CH:3]=3)[C:7]2=[O:8])[CH:16]=[CH:17][CH:18]=[CH:19][CH:20]=1 |f:1.2|. Reported procedure: ninhydrin, 4,4-diphenyl semicarbazide hydrochloride Reactants: solution, C(=C)Br (vinyl bromide), [Mg] (magnesium), C(=C)Br (vinyl bromide), C1=C(C=CC2=CC=CC=C12)C=O (2-naphthaldehyde), [Cl-].[NH4+] (ammonium chloride). The solvent is O1CCCC1 (tetrahydrofuran), O1CCCC1 (tetrahydrofuran), O1CCCC1 (tetrahydrofuran). Reaction conditions: time 1 hour. The product is C1=C(C=CC2=CC=CC=C12)C(C=C)O (1-(2-naphthyl)-2-propen-1-ol). As a reaction SMILES: [Mg].[CH:2](Br)=[CH2:3].[CH:5]1[C:14]2[C:9](=[CH:10][CH:11]=[CH:12][CH:13]=2)[CH:8]=[CH:7][C:6]=1[CH:15]=[O:16].[Cl-].[NH4+]>O1CCCC1>[CH:5]1[C:14]2[C:9](=[CH:10][CH:11]=[CH:12][CH:13]=2)[CH:8]=[CH:7][C:6]=1[CH:15]([OH:16])[CH:2]=[CH2:3] |f:3.4|. Procedure: 1.8 g of magnesium are covered with 10 ml of absolute tetrahydrofuran. About 1 ml of a solution of 8 g of vinyl bromide in 8 ml of absolute tetrahydrofuran is added dropwise and the reaction is initiated by slight warming. Then, the remainder of the vinyl bromide solution is added dropwise. The mixture is left to react until it reaches room temperature. A solution of 7 g of 2-naphthaldehyde in 50 ml of absolute tetrahydrofuran is then added slowly dropwise, as the temperature rises to 40° C. The... Starting materials: O=Cc1nc(Br)cs1, OCCO, c1ccccc1. Yields the product Brc1csc(C2OCCO2)n1. As a reaction SMILES: [Br:1][c:2]1[n:3][c:4]([CH:7]=[O:8])[s:5][cH:6]1.[OH:9][CH2:10][CH2:11][OH:12].[cH:13]1[cH:14][cH:15][cH:16][cH:17][cH:18]1>>[Br:1][c:2]1[n:3][c:4]([CH:7]2[O:8][CH2:11][CH2:10][O:9]2)[s:5][cH:6]1. Starting materials: Cl, COc1ccc(COCCCNc2nccc(-c3c(-c4ccc(F)cc4)nn4cc(C(F)(F)F)ccc34)n2)cc1, [Na+], O=C([O-])O, C1COCCO1. Yields the product OCCCNc1nccc(-c2c(-c3ccc(F)cc3)nn3cc(C(F)(F)F)ccc23)n1. RXN SMILES: [ClH:46].[F:1][c:2]1[cH:3][cH:4][c:5](-[c:8]2[n:9][n:10]3[c:11]([cH:12][cH:13][c:14]([C:16]([F:17])([F:18])[F:19])[cH:15]3)[c:20]2-[c:21]2[n:22][c:23]([NH:27][CH2:28][CH2:29][CH2:30][O:31][CH2:32][c:33]3[cH:34][cH:35][c:36]([O:37][CH3:38])[cH:39][cH:40]3)[n:24][cH:25][cH:26]2)[cH:6][cH:7]1.[Na+:45].[O-:41][C:42]([OH:43])=[O:44].[O:47]1[CH2:48][CH2:49][O:50][CH2:51][CH2:52]1>>[F:1][c:2]1[cH:3][cH:4][c:5](-[c:8]2[n:9][n:10]3[c:11]([cH:12][cH:13][c:14]([C:16]([F:17])([F:18])[F:19])[cH:15]3)[c:20]2-[c:21]2[n:22][c:23]([NH:27][CH2:28][CH2:29][CH2:30][OH:31])[n:24][cH:25][cH:26]2)[cH:6][cH:7]1. The reactants are FC=1C=C2C(=CNC2=CC1)C=1C(=O)N(C(C1C1=CNC2=CC=C(C=C12)F)=O)C (2,3-bis(5-fluoro-1H-indol-3-yl)-N-methylmaleimide). Reagents/catalysts: [C].[Pd] (palladium-carbon). Run in CN(C)C=O (DMF). Run at time 1 day. The product is FC=1C=C2C(=CNC2=CC1)C1C(N(C(C1C1=CNC2=CC=C(C=C12)F)=O)C)=O (3,4-bis(5-fluoro-1H-indol-3-yl)-1-methyl-2,5-dioxopyrrolidine). The yield is 96.9%. Reaction SMILES: [F:1][C:2]1[CH:3]=[C:4]2[C:8](=[CH:9][CH:10]=1)[NH:7][CH:6]=[C:5]2[C:11]1[C:12]([N:14]([CH3:28])[C:15](=[O:27])[C:16]=1[C:17]1[C:25]2[C:20](=[CH:21][CH:22]=[C:23]([F:26])[CH:24]=2)[NH:19][CH:18]=1)=[O:13]>CN(C=O)C.[C].[Pd]>[F:26][C:23]1[CH:24]=[C:25]2[C:20](=[CH:21][CH:22]=1)[NH:19][CH:18]=[C:17]2[CH:16]1[CH:11]([C:5]2[C:4]3[C:8](=[CH:9][CH:10]=[C:2]([F:1])[CH:3]=3)[NH:7][CH:6]=2)[C:12](=[O:13])[N:14]([CH3:28])[C:15]1=[O:27] |f:2.3|. Procedure details: To a solution of 2,3-bis(5-fluoro-1H-indol-3-yl)-N-methylmaleimide (60 mg, 0.16 mmol) in DMF (3 mL) was added a small amount of 10% palladium-carbon, and the whole was stirred at room temperature for 1 day under hydrogen atmosphere. The palladium-carbon was removed by filtration, and the filtrate was concentrated under reduced pressure. The residue was purified by column chromatography over silica gel (ethyl acetate:n-hexane=2:1) to obtain 3,4-bis(5-fluoro-1H-indol-3-yl)-1-methyl-2,5-dioxopyrrol... Starting materials: C(CC(=O)OCC)(=O)OCC (diethyl malonate), Cl (hydrochloric acid), C(C1=CC=CC=C1)=O (benzaldehyde), C(C)(C)[Mg]Cl (isopropylmagnesium chloride). Reagents/catalysts: C(C)(C)O[Ti](OC(C)C)(OC(C)C)OC(C)C (tetraisopropoxytitanium). Solvent: CCOCC (ether), CCOCC (ether). Reaction conditions: temperature -40 celsius, time 1 hour. The product is C(C1=CC=CC=C1)C(C(=O)OCC)C(=O)OCC (diethyl benzylmalonate). RXN SMILES: [C:1]([O:9][CH2:10][CH3:11])(=[O:8])[CH2:2][C:3]([O:5][CH2:6][CH3:7])=[O:4].C([Mg]Cl)(C)C.[CH:17](=O)[C:18]1[CH:23]=[CH:22][CH:21]=[CH:20][CH:19]=1.Cl>C(O[Ti](OC(C)C)(OC(C)C)OC(C)C)(C)C.CCOCC>[CH2:17]([CH:2]([C:3]([O:5][CH2:6][CH3:7])=[O:4])[C:1]([O:9][CH2:10][CH3:11])=[O:8])[C:18]1[CH:23]=[CH:22][CH:21]=[CH:20][CH:19]=1. Procedure: To an ether solution (7.5 ml) containing tetraisopropoxytitanium (0.284 g, 1.0 mmol) and diethyl malonate (0.145 g, 0.5 mmol) was added dropwise at −50° C. 1.53 ml of 1.31M ether solution containing isopropylmagnesium chloride (2 mmol). Upon stirring at −40° C. for 1 hour, the reaction liquid turned from yellow into brown. The reaction liquid was stirred together with benzaldehyde (0.080 g, 0.75 mmol) at 0° C. for 1 hour. With 1N hydrochloric acid added, the reaction liquid was stirred at room t... Starting materials: O=C(Br)CBr, COC(=O)Nc1ccc(N)c([N+](=O)[O-])c1, Cc1ccccc1. The product is COC(=O)Nc1ccc(NC(=O)CBr)c([N+](=O)[O-])c1. As a reaction SMILES: [Br:16][CH2:17][C:18](=[O:19])[Br:20].[CH3:1][O:2][C:3](=[O:4])[NH:5][c:6]1[cH:7][c:8]([N+:13](=[O:14])[O-:15])[c:9]([NH2:10])[cH:11][cH:12]1.[CH3:21][c:22]1[cH:23][cH:24][cH:25][cH:26][cH:27]1>>[CH3:1][O:2][C:3](=[O:4])[NH:5][c:6]1[cH:7][c:8]([N+:13](=[O:14])[O-:15])[c:9]([NH:10][C:18]([CH2:17][Br:16])=[O:19])[cH:11][cH:12]1.